From a dataset of the Open Reaction Database (ORD), a public repository of structured organic reaction records. describe an organic reaction: reactants, conditions, products, and yield Reactants: ClC=1C(=C(C(=O)N[C@H]2[C@@H](CCCC2)O)C=C(C1OC)CC1=CC=C(C=C1)N1N=CC=C1)C=C (rac-3-chloro-2-ethenyl-N-(trans-2-hydroxycyclohexyl)-4-methoxy-5-[4-(1H-pyrazol-1-yl)benzyl]benzamide), CC(=O)C (acetone), C(C)#N (acetonitrile), I(=O)(=O)(=O)[O-].[Na+] (sodium periodate). Reagents/catalysts: O.O.[O-][Os](=O)(=O)[O-].[K+].[K+] (potassium osmate(VI) dihydrate). Solvent: S(=S)(=O)([O-])[O-].[Na+].[Na+] (sodium thiosulfate), O (water). Run at time 16 hour. Yields the product ClC1=C2C(N(C(C2=CC(=C1OC)CC1=CC=C(C=C1)N1N=CC=C1)=O)[C@H]1[C@@H](CCCC1)O)O (rac-4-chloro-3-hydroxy-2-(trans-2-hydroxycyclohexyl)-5-methoxy-6-[4-(1H-pyrazol-1-yl)benzyl]-2,3-dihydro-1H-isoindol-1-one). RXN SMILES: [Cl:1][C:2]1[C:3]([CH:32]=C)=[C:4]([CH:15]=[C:16]([CH2:20][C:21]2[CH:26]=[CH:25][C:24]([N:27]3[CH:31]=[CH:30][CH:29]=[N:28]3)=[CH:23][CH:22]=2)[C:17]=1[O:18][CH3:19])[C:5]([NH:7][C@@H:8]1[CH2:13][CH2:12][CH2:11][CH2:10][C@H:9]1[OH:14])=[O:6].CC(C)=[O:36].C(#N)C.I([O-])(=O)(=O)=O.[Na+]>S([O-])([O-])(=O)=S.[Na+].[Na+].O.O.[O-][Os]([O-])(=O)=O.[K+].[K+].O>[Cl:1][C:2]1[C:17]([O:18][CH3:19])=[C:16]([CH2:20][C:21]2[CH:22]=[CH:23][C:24]([N:27]3[CH:31]=[CH:30][CH:29]=[N:28]3)=[CH:25][CH:26]=2)[CH:15]=[C:4]2[C:3]=1[CH:32]([OH:36])[N:7]([C@@H:8]1[CH2:13][CH2:12][CH2:11][CH2:10][C@H:9]1[OH:14])[C:5]2=[O:6] |f:3.4,5.6.7,8.9.10.11.12|. Reported procedure: To a solution of rac-3-chloro-2-ethenyl-N-(trans-2-hydroxycyclohexyl)-4-methoxy-5-[4-(1H-pyrazol-1-yl)benzyl]benzamide (0.08 g) in a mixed solvent of acetone (2.00 mL)-acetonitrile (2.00 mL)-water (2.00 mL) were added potassium osmate(VI) dihydrate (5.00 mg) and sodium periodate (0.12 g), and the mixture was stirred at room temperature for 16 hr. The reaction mixture was diluted with saturated aqueous sodium thiosulfate solution, and the mixture was extracted with ethyl acetate. The organic laye... The reactants are CCNCC, CC(C)=O, O=C1C2=C(CCCC2)C(=O)N1c1ccc(Cl)cc1F. Product: CCN(CC)C(=O)C1=C(C(=O)Nc2ccc(Cl)cc2F)CCCC1. RXN SMILES: [CH2:20]([CH3:21])[NH:22][CH2:23][CH3:24].[CH3:25][C:26](=[O:27])[CH3:28].[F:1][c:2]1[c:3]([N:9]2[C:10](=[O:19])[C:11]3=[C:12]([C:13]2=[O:14])[CH2:15][CH2:16][CH2:17][CH2:18]3)[cH:4][cH:5][c:6]([Cl:8])[cH:7]1>>[F:1][c:2]1[c:3]([NH:9][C:13]([C:12]2=[C:11]([C:10](=[O:19])[N:22]([CH2:20][CH3:21])[CH2:23][CH3:24])[CH2:18][CH2:17][CH2:16][CH2:15]2)=[O:14])[cH:4][cH:5][c:6]([Cl:8])[cH:7]1. The reactants are COC(C1=CN=C(C=C1)OCC=1C(=NOC1C)C1CCCCC1)=O (6-(3-cyclohexyl-5-methyl-isoxazol-4-ylmethoxy)-nicotinic acid methyl ester), C(O)CN (ethanolamine). The product is C1(CCCCC1)C1=NOC(=C1COC1=NC=C(C(=O)NCCO)C=C1)C (6-((3-Cyclohexyl-5-methyl-isoxazol-4-yl)methoxy)-N-(2-hydroxy-ethyl)-nicotinamide). The yield is 10.0%. As a reaction SMILES: CO[C:3](=[O:24])[C:4]1[CH:9]=[CH:8][C:7]([O:10][CH2:11][C:12]2[C:13]([CH:18]3[CH2:23][CH2:22][CH2:21][CH2:20][CH2:19]3)=[N:14][O:15][C:16]=2[CH3:17])=[N:6][CH:5]=1.[CH2:25]([CH2:27][NH2:28])[OH:26]>>[CH:18]1([C:13]2[C:12]([CH2:11][O:10][C:7]3[CH:8]=[CH:9][C:4]([C:3]([NH:28][CH2:27][CH2:25][OH:26])=[O:24])=[CH:5][N:6]=3)=[C:16]([CH3:17])[O:15][N:14]=2)[CH2:19][CH2:20][CH2:21][CH2:22][CH2:23]1. Procedure: As described for example 31e, 6-(3-cyclohexyl-5-methyl-isoxazol-4-ylmethoxy)-nicotinic acid methyl ester (708 mg, 1.5 mmol) was converted, using ethanolamine instead of isopropylamine, to the title compound (55 mg, 10%) which was obtained as a light yellow oil after purification by chromatography (silica, 0 to 5% methanol in dichloromethane). MS: m/e=360.4 [M+H]+. Starting materials: [BH4-], COC(=O)CNC(=O)CC(=O)CBr, COCCOC, [Na+]. The product is COC(=O)CNC(=O)CC(O)CBr. As a reaction SMILES: [BH4-:14].[Br:1][CH2:2][C:3]([CH2:4][C:5](=[O:6])[NH:7][CH2:8][C:9](=[O:10])[O:11][CH3:12])=[O:13].[CH2:16]([CH2:17][O:18][CH3:19])[O:20][CH3:21].[Na+:15]>>[Br:1][CH2:2][CH:3]([CH2:4][C:5](=[O:6])[NH:7][CH2:8][C:9](=[O:10])[O:11][CH3:12])[OH:13].